From a dataset of the Open Reaction Database (ORD), a public repository of structured organic reaction records. describe an organic reaction: reactants, conditions, products, and yield Starting materials: C(C1=CC=CC=C1)(=O)[O-] (benzoate), allyl ester, CC1=CC=C(C=C1)C(=O)O (p-toluylic acid). Product: C1(CCCO1)=O (γ-butyrolactone), C(=C)CC(=O)O (vinyl acetic acid). Reaction SMILES: CC1C=C[C:5]([C:8]([OH:10])=[O:9])=[CH:4][CH:3]=1.[C:11]([O-:19])(=[O:18])[C:12]1C=CC=[CH:14][CH:13]=1>>[C:8]1(=[O:10])[O:9][CH2:3][CH2:4][CH2:5]1.[CH:13]([CH2:12][C:11]([OH:19])=[O:18])=[CH2:14]. Reported procedure: The reaction was carried out as described in Example 15, with the exception that 170 grams of the allyl ester of p-toluylic acid were used instead of the benzoate. 21.2 grams of γ-butyrolactone and 8.8 grams of vinyl acetic acid were obtained. Reactants: 13g, FC1=CC=C(C=C1)C1=CC=C(C=C1)C(C)Cl (4'-fluoro-4-(1-chloroethyl)[1,1']biphenyl), 20g, OCCN1CCNCC1 (2-hydroxyethyl piperazine). Solvent: O (water). Product: OCCN1CCN(CC1)C(C)C1=CC=C(C=C1)C1=CC=C(C=C1)F (1-(2-hydroxyethyl)-4-[1-(4'-fluoro[1,1']biphenyl-4-yl)ethyl]piperazine). As a reaction SMILES: [F:1][C:2]1[CH:7]=[CH:6][C:5]([C:8]2[CH:13]=[CH:12][C:11]([CH:14](Cl)[CH3:15])=[CH:10][CH:9]=2)=[CH:4][CH:3]=1.[OH:17][CH2:18][CH2:19][N:20]1[CH2:25][CH2:24][NH:23][CH2:22][CH2:21]1>O>[OH:17][CH2:18][CH2:19][N:20]1[CH2:25][CH2:24][N:23]([CH:14]([C:11]2[CH:12]=[CH:13][C:8]([C:5]3[CH:6]=[CH:7][C:2]([F:1])=[CH:3][CH:4]=3)=[CH:9][CH:10]=2)[CH3:15])[CH2:22][CH2:21]1. Procedure details: With stirring, heat (on a steam bath) a mixture of 13g of 4'-fluoro-4-(1-chloroethyl)[1,1']biphenyl and 20g of 1-(2-hydroxyethyl piperazine for twenty hours. Treat the reaction mixture with 200 ml of water, filter and wash the solid with water to yield 1-(2-hydroxyethyl)-4-[1-(4'-fluoro[1,1']biphenyl-4-yl)ethyl]piperazine: m.p. 120°-123°. Recrystallize the product from acetonitrile, m.p. of 122°-123°. Reactants: C1CCOC1, C=CCNC(=O)CCC(O)c1ccc(-c2ccc(OC(F)(F)F)cc2)cc1, CC(C)(C)[O-], Cl, [K+], O, Cc1ccc(S(=O)(=O)Cl)cc1. Product: C=CCN1C(=O)CCC1c1ccc(-c2ccc(OC(F)(F)F)cc2)cc1. As a reaction SMILES: [CH2:46]1[O:47][CH2:48][CH2:49][CH2:50]1.[CH2:7]([CH:8]=[CH2:9])[NH:10][C:11]([CH2:12][CH2:13][CH:14]([c:15]1[cH:16][cH:17][c:18](-[c:21]2[cH:22][cH:23][c:24]([O:27][C:28]([F:29])([F:30])[F:31])[cH:25][cH:26]2)[cH:19][cH:20]1)[OH:32])=[O:33].[CH3:1][C:2]([CH3:3])([O-:4])[CH3:5].[ClH:45].[K+:6].[OH2:51].[S:34]([Cl:35])([c:36]1[cH:37][cH:38][c:39]([CH3:40])[cH:41][cH:42]1)(=[O:43])=[O:44]>>[CH2:7]([CH:8]=[CH2:9])[N:10]1[C:11](=[O:33])[CH2:12][CH2:13][CH:14]1[c:15]1[cH:16][cH:17][c:18](-[c:21]2[cH:22][cH:23][c:24]([O:27][C:28]([F:29])([F:30])[F:31])[cH:25][cH:26]2)[cH:19][cH:20]1.